This data is from the Open Reaction Database (ORD), a public repository of structured organic reaction records. The task is: describe an organic reaction: reactants, conditions, products, and yield The reactants are N1=CC=C(C=C1)C=O (4-Pyridinecarbaldehyde), C[Si]([N-][Si](C)(C)C)(C)C.[Li+] (lithium hexamethyldisilazide), C(C)(C)[Mg]Br (isopropylmagnesium bromide), Cl (hydrochloric acid). Run in O1CCCC1 (tetrahydrofuran), O1CCCC1 (tetrahydrofuran), O1CCCC1 (tetrahydrofuran). Run at temperature 0 celsius, time 4 hour. Product: CC(C(N)C1=CC=NC=C1)C (2-Methyl-1-(pyridin-4-yl)propan-1-amine). RXN SMILES: [N:1]1[CH:6]=[CH:5][C:4]([CH:7]=O)=[CH:3][CH:2]=1.C[Si](C)(C)[N-:11][Si](C)(C)C.[Li+].[CH:19]([Mg]Br)([CH3:21])[CH3:20].Cl>O1CCCC1>[CH3:20][CH:19]([CH3:21])[CH:7]([C:4]1[CH:5]=[CH:6][N:1]=[CH:2][CH:3]=1)[NH2:11] |f:1.2|. Procedure details: 4-Pyridinecarbaldehyde (0.5 mL, 5.25 mmol) in tetrahydrofuran (10 mL) was mixed with lithium hexamethyldisilazide in tetrahydrofuran (1 M, 6.3 mL, 6.3 mmol) and stirred at 0° C. for 4 hours and then stirred with isopropylmagnesium bromide in tetrahydrofuran (0.98 M, 6.3 mL, 6.3 mmol) at room temperature for 16 hours. After completion of the reaction, 1 M aqueous hydrochloric acid was added, and the reaction solution was washed with ethyl acetate. After addition of 1 M aqueous sodium hydroxide, t... Reactants: C(C)(C)(C)N1N=C(C=C1C1=CC=C(C=C1)F)CCC=O (3-(1-tert-butyl-5-(4-fluorophenyl)-1H-pyrazol-3-yl)propanal), [BH-](OC(=O)C)(OC(=O)C)OC(=O)C.[Na+] (NaBH(OAc)3), ClC=1C=C(C=CC1Cl)N1CCNCC1 (1-(3,4-dichlorophenyl)piperazine), CCN(C(C)C)C(C)C (DIPEA). The product is C(C)(C)(C)N1N=C(C=C1C1=CC=C(C=C1)F)CCCN1CCN(CC1)C1=CC(=C(C=C1)Cl)Cl (1-(3-(1-tert-butyl-5-(4-fluorophenyl)-1H-pyrazol-3-yl)propyl)-4-(3,4-dichlorophenyl)piperazine). Reaction SMILES: [C:1]([N:5]1[C:9]([C:10]2[CH:15]=[CH:14][C:13]([F:16])=[CH:12][CH:11]=2)=[CH:8][C:7]([CH2:17][CH2:18][CH:19]=O)=[N:6]1)([CH3:4])([CH3:3])[CH3:2].[Cl:21][C:22]1[CH:23]=[C:24]([N:29]2[CH2:34][CH2:33][NH:32][CH2:31][CH2:30]2)[CH:25]=[CH:26][C:27]=1[Cl:28].CCN(C(C)C)C(C)C.[BH-](OC(C)=O)(OC(C)=O)OC(C)=O.[Na+]>>[C:1]([N:5]1[C:9]([C:10]2[CH:15]=[CH:14][C:13]([F:16])=[CH:12][CH:11]=2)=[CH:8][C:7]([CH2:17][CH2:18][CH2:19][N:32]2[CH2:31][CH2:30][N:29]([C:24]3[CH:25]=[CH:26][C:27]([Cl:28])=[C:22]([Cl:21])[CH:23]=3)[CH2:34][CH2:33]2)=[N:6]1)([CH3:4])([CH3:3])[CH3:2] |f:3.4|. Procedure: 162 mg (85%) of target compound was obtained by using a method same as in Example 1 by using 3-(1-tert-butyl-5-(4-fluorophenyl)-1H-pyrazol-3-yl)propanal (100 mg, 0.365 mmol), 1-(3,4-dichlorophenyl)piperazine (84 mg, 0.365 mmol), DIPEA (0.1 mL, 0.548 mmol) and NaBH(OAc)3 (232 mg, 1.095 mmol). Starting materials: Cl.Cl.C(C)OC(=O)C(CCCCN1CCCCC1)N[C@H]1CSC2=C(N(C1=O)CC(=O)OCC)C=CC=C2 (ethyl 3(R)-(1-ethoxycarbonyl-5-piperidinopentyl)amino-4-oxo-2,3,4,5-tetrahydro-1,5-benzothiazepine-5-acetate.dihydrochloride). Run in CO (methanol), [OH-].[Na+] (sodium hydroxide). Run at time 1 hour. Yields the product C(=O)(O)C(CCCCN1CCCCC1)N[C@H]1CSC2=C(N(C1=O)CC(=O)O)C=CC=C2 (3(R)-(1-carboxy-5-piperidinopentyl)amino-4-oxo-2,3,4,5-tetrahydro-1,5-benzothiazepine-5-acetic acid). Yield: 72.9%. As a reaction SMILES: Cl.Cl.C([O:5][C:6]([CH:8]([NH:19][C@@H:20]1[C:26](=[O:27])[N:25]([CH2:28][C:29]([O:31]CC)=[O:30])[C:24]2[CH:34]=[CH:35][CH:36]=[CH:37][C:23]=2[S:22][CH2:21]1)[CH2:9][CH2:10][CH2:11][CH2:12][N:13]1[CH2:18][CH2:17][CH2:16][CH2:15][CH2:14]1)=[O:7])C>CO.[OH-].[Na+]>[C:6]([CH:8]([NH:19][C@@H:20]1[C:26](=[O:27])[N:25]([CH2:28][C:29]([OH:31])=[O:30])[C:24]2[CH:34]=[CH:35][CH:36]=[CH:37][C:23]=2[S:22][CH2:21]1)[CH2:9][CH2:10][CH2:11][CH2:12][N:13]1[CH2:14][CH2:15][CH2:16][CH2:17][CH2:18]1)([OH:7])=[O:5] |f:0.1.2,4.5|. Procedure: In a mixture of 1 ml of methanol and 1 ml of 1N aqueous sodium hydroxide solution is dissolved 30 mg of ethyl 3(R)-(1-ethoxycarbonyl-5-piperidinopentyl)amino-4-oxo-2,3,4,5-tetrahydro-1,5-benzothiazepine-5-acetate.dihydrochloride as obtained in Example 79, and the solution is allowed to stand at room temperature for 1 hour. After methanol is evaporated off under reduced pressure, 2 ml of water and 0.5 ml of acetic acid are added to the residue, followed by purification by Amberlite XAD-2 column c...